From a dataset of the Open Reaction Database (ORD), a public repository of structured organic reaction records. describe an organic reaction: reactants, conditions, products, and yield Starting materials: C(=O)(O)[O-].[Na+] (NaHCO3), ClC=1N=C(C2=C(N1)C(CC2)C2=CC=C(C=C2)F)NC (2-chloro-7-(4-fluorophenyl)-N-methyl-6,7-dihydro-5H-cyclopenta[d]pyrimidin-4-amine), COC=1C=C(N)C=CC1N1N=C(N=C1)C (3-methoxy-4-(3-methyl-1H-1,2,4-triazol-1-yl)aniline), OS(=O)(=O)O (H2SO4). Solvent: O (water), CN1C(CCC1)=O (N-Methyl-2-pyrrolidinone). Run at temperature 100 celsius. The product is FC1=CC=C(C=C1)C1CCC2=C1N=C(N=C2NC)NC2=CC(=C(C=C2)N2N=C(N=C2)C)OC (7-(4-fluorophenyl)-N2-(3-methoxy-4-(3-methyl-1H-1,2,4-triazol-1-yl)phenyl)-N4-methyl-6,7-dihydro-5H-cyclopenta[d]pyrimidine-2,4-diamine). RXN SMILES: Cl[C:2]1[N:3]=[C:4]([NH:18][CH3:19])[C:5]2[CH2:10][CH2:9][CH:8]([C:11]3[CH:16]=[CH:15][C:14]([F:17])=[CH:13][CH:12]=3)[C:6]=2[N:7]=1.[CH3:20][O:21][C:22]1[CH:23]=[C:24]([CH:26]=[CH:27][C:28]=1[N:29]1[CH:33]=[N:32][C:31]([CH3:34])=[N:30]1)[NH2:25].OS(O)(=O)=O.C([O-])(O)=O.[Na+]>CN1CCCC1=O.O>[F:17][C:14]1[CH:15]=[CH:16][C:11]([CH:8]2[C:6]3[N:7]=[C:2]([NH:25][C:24]4[CH:26]=[CH:27][C:28]([N:29]5[CH:33]=[N:32][C:31]([CH3:34])=[N:30]5)=[C:22]([O:21][CH3:20])[CH:23]=4)[N:3]=[C:4]([NH:18][CH3:19])[C:5]=3[CH2:10][CH2:9]2)=[CH:12][CH:13]=1 |f:3.4|. Procedure details: To a solution of 2-chloro-7-(4-fluorophenyl)-N-methyl-6,7-dihydro-5H-cyclopenta[d]pyrimidin-4-amine (Preparation Hh) (141.2 mg, 0.508 mmol) and 3-methoxy-4-(3-methyl-1H-1,2,4-triazol-1-yl)aniline (Preparation D) (208 mg, 1.017 mmol) in N-Methyl-2-pyrrolidinone (4067 μL) was added H2SO4 (43.4 μL, 0.813 mmol). The solution was heated to 100° C. When the reaction was complete, water and NaHCO3 were added. After extraction into CH2Cl2, the organic extracts were dried over MgSO4, filtered, and concen... Reaction conditions: time 19.5 hour. Reaction SMILES: [Li+].[OH-].[NH2:3][C:4]1[CH:9]=[CH:8][N:7]=[C:6]([NH:10][CH2:11][CH2:12][CH2:13][O:14][C:15]2[CH:16]=[CH:17][C:18]3[CH2:24][CH:23]([CH2:25][C:26]([O:28]CC)=[O:27])[C:22]4[CH:31]=[CH:32][CH:33]=[CH:34][C:21]=4[CH2:20][C:19]=3[CH:35]=2)[CH:5]=1.CCO.C(O)(C(F)(F)F)=O>C1COCC1.O>[NH2:3][C:4]1[CH:9]=[CH:8][N:7]=[C:6]([NH:10][CH2:11][CH2:12][CH2:13][O:14][C:15]2[CH:16]=[CH:17][C:18]3[CH2:24][CH:23]([CH2:25][C:26]([OH:28])=[O:27])[C:22]4[CH:31]=[CH:32][CH:33]=[CH:34][C:21]=4[CH2:20][C:19]=3[CH:35]=2)[CH:5]=1 |f:0.1|. Isolated yield 65.2%. Reported procedure: 1.0 N LiOH (0.74 mL, 0.74 mmole) was added all at once to a solution of ethyl (±)-10,11-dihydro-3-[3-(4-amino-2-pyridylamino)-1-propyloxy]-5H-dibenzo[a,d]cycloheptene-10-acetate (216.3 mg, 0.49 mmole) in THF (2.5 mL) and H2O (1.8 mL) at RT. The two-phase mixture was warmed for 1 hr in an oil bath set at 40° C., then absolute EtOH (ca. 1 mL) was added to combine the phases. The reaction was kept at 40° C. for 19.5 hr, then was concentrated, and the residue was dissolved in 1:1 CH3CN/H2O (5 mL). T... The reactants are [Li+].[OH-] (LiOH), NC1=CC(=NC=C1)NCCCOC=1C=CC2=C(CC3=C(C(C2)CC(=O)OCC)C=CC=C3)C1 (ethyl (±)-10,11-dihydro-3-[3-(4-amino-2-pyridylamino)-1-propyloxy]-5H-dibenzo[a,d]cycloheptene-10-acetate), C(=O)(C(F)(F)F)O (TFA), CCO (EtOH). Product: NC1=CC(=NC=C1)NCCCOC=1C=CC2=C(CC3=C(C(C2)CC(=O)O)C=CC=C3)C1 ((±)-10,11-Dihydro3-[3-(4-amino-2-pyridylamino)-1-propyloxy]-5H-dibenzo[a,d]cycloheptene-10-acetic Acid). Run in C1CCOC1 (THF), O (H2O).